This data is from the Open Reaction Database (ORD), a public repository of structured organic reaction records. The task is: describe an organic reaction: reactants, conditions, products, and yield The reactants are CC(C)(C)OC(=O)N1CCC(=CBr)CC1, C1CCOC1, Cc1cc(Oc2ccc(C(F)(F)F)cn2)cc(B(O)O)c1, [K+], [K+], [K+], O=P([O-])([O-])[O-]. Product: Cc1cc(C=C2CCN(C(=O)OC(C)(C)C)CC2)cc(Oc2ccc(C(F)(F)F)cn2)c1. Reaction SMILES: [Br:22][CH:23]=[C:24]1[CH2:25][CH2:26][N:27]([C:30](=[O:31])[O:32][C:33]([CH3:34])([CH3:35])[CH3:36])[CH2:28][CH2:29]1.[CH2:45]1[O:46][CH2:47][CH2:48][CH2:49]1.[CH3:1][c:2]1[cH:3][c:4]([B:19]([OH:20])[OH:21])[cH:5][c:6]([O:8][c:9]2[n:10][cH:11][c:12]([C:15]([F:16])([F:17])[F:18])[cH:13][cH:14]2)[cH:7]1.[K+:42].[K+:43].[K+:44].[P:37]([O-:38])([O-:39])([O-:40])=[O:41]>>[CH3:1][c:2]1[cH:3][c:4]([CH:23]=[C:24]2[CH2:25][CH2:26][N:27]([C:30](=[O:31])[O:32][C:33]([CH3:34])([CH3:35])[CH3:36])[CH2:28][CH2:29]2)[cH:5][c:6]([O:8][c:9]2[n:10][cH:11][c:12]([C:15]([F:16])([F:17])[F:18])[cH:13][cH:14]2)[cH:7]1. Starting materials: C1COC(CC2=CC=C(C=C2)CBr)(C)O1 (1-(4-Bromomethylphenyl)propan-2-one ethylene ketal), C[O-].[Na+] (sodium methoxide), [I-].[Na+] (sodium iodide). The solvent is CO (methanol), CO (methanol), CO (methanol). Conditions: time 1 hour. Yields the product COCC1=CC=C(C=C1)CC(C)=O (1-(4-Methoxymethylphenyl)propan-2-one). Reaction SMILES: C1[O:15][C:4]([CH3:14])([CH2:5][C:6]2[CH:11]=[CH:10][C:9]([CH2:12]Br)=[CH:8][CH:7]=2)OC1.[CH3:16][O-:17].[Na+].[I-].[Na+]>CO>[CH3:16][O:17][CH2:12][C:9]1[CH:8]=[CH:7][C:6]([CH2:5][C:4](=[O:15])[CH3:14])=[CH:11][CH:10]=1 |f:1.2,3.4|. Reported procedure: 1-(4-Bromomethylphenyl)propan-2-one ethylene ketal (1.35 g) in methanol was added to sodium methoxide (from sodium (0.11 g)) in methanol containing a trace of sodium iodide. The mixture was refluxed for 1 hour. Methanol was removed, the residue partitioned between water and ether and the combined organic extracts dried. Removal of the solvent gave an oil which was dissolved in methanol-2 N hydrochloric acid and left for 1 hour at room temperature. Extraction with ether gave the title compound, b... Reactants: C(C)(C)NC(C)C.[Li] (Lithium diisopropylamine), ClC1=C(C(=CC=C1)C)N=C=O (2-Chloro-6-methylphenyl isocyanate), ClC=1C(=NC=CC1)N1N=C(C=C1)C(F)(F)F (3-chloro-2-[3-(trifluoromethyl)-1H-pyrazol-1-yl]pyridine), ClC=1C(=NC=CC1)N1N=C(C=C1)C(F)(F)F (3-chloro-2-[3-(trifluoromethyl)-1H-pyrazol-1-yl]pyridine), O1CCCC1 (tetrahydrofuran). Reaction conditions: temperature 20 celsius, time 15 minute. The product is hexanes ethyl acetate, ClC1=C(C(=CC=C1)C)C=1C(=NN(C1C(=O)N)C1=NC=CC=C1Cl)C(F)(F)F (2-chloro-6-methylphenyl-1-(3-chloro-2-pyridinyl)-3-(trifluoromethyl)-1H-pyrazole-5-carboxamide). RXN SMILES: [Cl:1][C:2]1[C:3]([N:8]2[CH:12]=[CH:11][C:10]([C:13]([F:16])([F:15])[F:14])=[N:9]2)=[N:4][CH:5]=[CH:6][CH:7]=1.C([NH:20][CH:21](C)C)(C)C.[Li].[Cl:25][C:26]1[CH:31]=[CH:30][CH:29]=[C:28]([CH3:32])[C:27]=1N=C=O.[O:36]1CCCC1>>[Cl:25][C:26]1[CH:31]=[CH:30][CH:29]=[C:28]([CH3:32])[C:27]=1[C:11]1[C:10]([C:13]([F:16])([F:14])[F:15])=[N:9][N:8]([C:3]2[C:2]([Cl:1])=[CH:7][CH:6]=[CH:5][N:4]=2)[C:12]=1[C:21]([NH2:20])=[O:36] |f:1.2,^1:23|. Procedure: A solution of 3-chloro-2-[3-(trifluoromethyl)-1H-pyrazol-1-yl]pyridine (i.e. the pyrazole product from Step A) (2.72 g, 11.14 mmol) in tetrahydrofuran (50 ml) was cooled to −70° C. Lithium diisopropylamine (2M in THF/Heptane, 5.5 mL, 11.0 mmol) was added over 2 minutes and the mixture was stirred for 15 minutes. 2-Chloro-6-methylphenyl isocyanate (1.90 g, 11.33 mmol) was added via syringe. The mixture was allowed to warm to 20° C. and quenched with a saturated aqueous solution of ammonium chlori... Reactants: C(C)(=O)O[C@H]1[C@H](OC2=C(C=CC(=C2)OC)CC2=CC=C(C=C2)CCOCOC)O[C@@H]([C@H]([C@@H]1OC(C)=O)OC(C)=O)COC(C)=O (5-methoxy-2-{4-[2-(methoxymethyl-oxy)ethyl]benzyl}phenyl 2,3,4,6-tetra-O-acetyl-β-D-glucopyranoside), [OH-].[Na+] (sodium hydroxide). The solvent is CO (methanol). Reaction conditions: time 25 minute. Yields the product O([C@H]1[C@H](O)[C@@H](O)[C@H](O)[C@H](O1)CO)C1=C(C=CC(=C1)OC)CC1=CC=C(C=C1)CCOCOC (5-methoxy-2-{4-[2-(methoxymethyloxy)ethyl]benzyl}phenyl β-D-glucopyranoside). The yield is 55.5%. As a reaction SMILES: C([O:4][C@@H:5]1[C@@H:32]([O:33]C(=O)C)[C@H:31]([O:37]C(=O)C)[C@@H:30]([CH2:41][O:42]C(=O)C)[O:29][C@H:6]1[O:7][C:8]1[CH:13]=[C:12]([O:14][CH3:15])[CH:11]=[CH:10][C:9]=1[CH2:16][C:17]1[CH:22]=[CH:21][C:20]([CH2:23][CH2:24][O:25][CH2:26][O:27][CH3:28])=[CH:19][CH:18]=1)(=O)C.[OH-].[Na+]>CO>[O:7]([C:8]1[CH:13]=[C:12]([O:14][CH3:15])[CH:11]=[CH:10][C:9]=1[CH2:16][C:17]1[CH:22]=[CH:21][C:20]([CH2:23][CH2:24][O:25][CH2:26][O:27][CH3:28])=[CH:19][CH:18]=1)[C@@H:6]1[O:29][C@H:30]([CH2:41][OH:42])[C@@H:31]([OH:37])[C@H:32]([OH:33])[C@H:5]1[OH:4] |f:1.2|. Reported procedure: To a solution of 5-methoxy-2-{4-[2-(methoxymethyl-oxy)ethyl]benzyl}phenyl 2,3,4,6-tetra-O-acetyl-β-D-glucopyranoside (0.13 g) in methanol (8 mL) was added 2 mol/L aqueous sodium hydroxide solution (0.50 mL), and the mixture was stirred at room temperature for 25 minutes. The solvent was removed under reduced pressure, and the residue was purified by preparative thin layer chromatography on silica gel (eluent: dichloromethane/methanol=7/1) to give 5-methoxy-2-{4-[2-(methoxymethyloxy)ethyl]benzyl}... The reactants are COC(=O)NC(COc1ccc(C#N)cc1)CN1C2CCC1CN(Cc1ccccc1)C2, CO, Cl. Product: COC(=O)NC(COc1ccc(C#N)cc1)CN1C2CCC1CNC2. Reaction SMILES: [CH2:1]([c:2]1[cH:3][cH:4][cH:5][cH:6][cH:7]1)[N:8]1[CH2:9][CH:10]2[CH2:11][CH2:12][CH:13]([CH2:14]1)[N:15]2[CH2:16][CH:17]([CH2:18][O:19][c:20]1[cH:21][cH:22][c:23]([C:26]#[N:27])[cH:24][cH:25]1)[NH:28][C:29]([O:30][CH3:31])=[O:32].[CH3:34][OH:35].[ClH:33]>>[NH:8]1[CH2:9][CH:10]2[CH2:11][CH2:12][CH:13]([CH2:14]1)[N:15]2[CH2:16][CH:17]([CH2:18][O:19][c:20]1[cH:21][cH:22][c:23]([C:26]#[N:27])[cH:24][cH:25]1)[NH:28][C:29]([O:30][CH3:31])=[O:32]. Reactants: NC1=CC=C(C=C1)N1C2=C(NC(CC1=O)=O)C1=CC=CC=C1C=C2 (5-(4-aminophenyl)-1H-naphtho[1,2-b][1,4]diazepine-2,4(3H,5H)-dione), C=1(C(=CC=CC1)N=C=S)C (o-tolyl isothiocyanate). The product is O=C1CC(N(C2=C(N1)C1=CC=CC=C1C=C2)C2=CC=C(C=C2)NC(=S)NC2=C(C=CC=C2)C)=O (1-[4-(2,4-Dioxo-1,2,3,4-tetrahydronaphtho[1,2-b][1,4]diazepin-5-yl)phenyl]-3-(2-methylphenyl)thiourea). Isolated yield 29.9%. Reaction SMILES: [NH2:1][C:2]1[CH:7]=[CH:6][C:5]([N:8]2[C:14](=[O:15])[CH2:13][C:12](=[O:16])[NH:11][C:10]3[C:17]4[C:22]([CH:23]=[CH:24][C:9]2=3)=[CH:21][CH:20]=[CH:19][CH:18]=4)=[CH:4][CH:3]=1.[C:25]1([CH3:34])[C:26]([N:31]=[C:32]=[S:33])=[CH:27][CH:28]=[CH:29][CH:30]=1>>[O:16]=[C:12]1[NH:11][C:10]2[C:17]3[C:22]([CH:23]=[CH:24][C:9]=2[N:8]([C:5]2[CH:6]=[CH:7][C:2]([NH:1][C:32]([NH:31][C:26]4[CH:27]=[CH:28][CH:29]=[CH:30][C:25]=4[CH3:34])=[S:33])=[CH:3][CH:4]=2)[C:14](=[O:15])[CH2:13]1)=[CH:21][CH:20]=[CH:19][CH:18]=3. Procedure: By using 5-(4-aminophenyl)-1H-naphtho[1,2-b][1,4]diazepine-2,4(3H,5H)-dione (150 mg, 0.473 mmol), and o-tolyl isothiocyanate (159 μL, 1.183 mmol), the title compound (66 mg, yield 30%) was obtained in the same manner as that of Example 24. Starting materials: COC(CC(C)=O)=O (3-Oxo-butyric acid methyl ester), C(C1=CC=CC=C1)N (Benzyl amine), COC(C#C)=O (propynoic acid methyl ester). Product: COC(C=CC(C(=O)OC)=C(C)NCC1=CC=CC=C1)=O (4-(1-Benzylamino-ethylidene)-pent-2-enedioic acid dimethyl ester). As a reaction SMILES: [CH2:1]([NH2:8])[C:2]1[CH:7]=[CH:6][CH:5]=[CH:4][CH:3]=1.[CH3:9][O:10][C:11](=[O:16])[CH2:12][C:13](=O)[CH3:14].[CH3:17][O:18][C:19](=[O:22])[C:20]#[CH:21]>CO>[CH3:17][O:18][C:19](=[O:22])[CH:20]=[CH:21][C:12](=[C:13]([NH:8][CH2:1][C:2]1[CH:7]=[CH:6][CH:5]=[CH:4][CH:3]=1)[CH3:14])[C:11]([O:10][CH3:9])=[O:16]. Solvent: CO (MeOH). The yield is 68.4%. Procedure details: Benzyl amine (2.0 mL, 18.7 mmol) was dissolved in MeOH (60 mL). 3-Oxo-butyric acid methyl ester (2.4 mL, 22.4 mmol) was added and the mixture was refluxed for 2 h. The mixture was cooled slightly, and propynoic acid methyl ester (2.5 mL, 28 mmol) was added. The mixture was then refluxed for 48 h. The solvent was evaporated, and the residual oil was recrystallized with MeOH to give 3.7 g of the title compound as a pale yellow solid. 1H NMR (CDCl3, 200 MHz): 8=10.94 (br s, 1H), 7.75 (d, 1H, J=15.4... Starting materials: nitro, [N+](=O)([O-])C1=CC2=C(CCC=CC2=O)C=C1 (3-nitro-8,9-dihydro [5H] benzocycloheptene-5-one), CC(C#N)(O)C (acetone cyanhydrin). The product is [N+](=O)([O-])C1=CC2=C(CCC(CC2=O)C#N)C=C1 (3-nitro-5-oxo-6,7,8,9-tetrahydro [5H] benzocycloheptene-7-carbonitrile). Reaction SMILES: [N+:1]([C:4]1[CH:15]=[CH:14][C:7]2[CH2:8][CH2:9][CH:10]=[CH:11][C:12](=[O:13])[C:6]=2[CH:5]=1)([O-:3])=[O:2].CC(C)(O)[C:18]#[N:19]>>[N+:1]([C:4]1[CH:15]=[CH:14][C:7]2[CH2:8][CH2:9][CH:10]([C:18]#[N:19])[CH2:11][C:12](=[O:13])[C:6]=2[CH:5]=1)([O-:3])=[O:2]. Procedure details: The novel process of the invention for the preparation of a compound of formula I wherein X is nitro comprises reacting 3-nitro-8,9-dihydro [5H] benzocycloheptene-5-one of the formula ##STR3## with acetone cyanhydrin of the formula to obtain 3-nitro-5-oxo-6,7,8,9-tetrahydro [5H] benzocycloheptene-7-carbonitrile of the formula ##STR4## reducing the latter with diborane in an organic solvent to obtain 3-nitro-7-aminomethyl-6,7,8,9-tetrahydro [5H] benzocycloheptene-5-ol of the formula ##STR5## desh... Starting materials: OO (Hydrogen peroxide), NC1=C(C=CC=C1)C(F)(F)F (o-aminobenzotrifluoride), Cl (hydrochloric acid), [OH-].[Na+] (sodium hydroxide). Conditions: temperature 81 celsius. The product is Cl.NC1=C(C=CC=C1)C(F)(F)F (o-aminobenzotrifluoride hydrochloride), organic product. Reaction SMILES: [NH2:1][C:2]1[CH:7]=[CH:6][CH:5]=[CH:4][C:3]=1[C:8]([F:11])([F:10])[F:9].[ClH:12].OO.[OH-].[Na+]>>[ClH:12].[NH2:1][C:2]1[CH:7]=[CH:6][CH:5]=[CH:4][C:3]=1[C:8]([F:9])([F:10])[F:11] |f:3.4,5.6|. Procedure details: An aqueous solution of o-aminobenzotrifluoride hydrochloride was prepared by the addition of o-aminobenzotrifluoride (1 mole; 161.1 grams) to 37% hydrochloric acid (10.8 moles; 1232 grams) at 24° C-36° C. Hydrogen peroxide (35.3%; 1.18 moles; 113.7 grams) was added dropwise over a 0.5 hour period (initial temp., 29° C; final temp. 81° C) and then maintained at 70° C-80° C for an additional 0.5 hour period. The acidic solution was neutralized with 50% sodium hydroxide (pH 10) and the contents ste...